This data is from the Open Reaction Database (ORD), a public repository of structured organic reaction records. The task is: describe an organic reaction: reactants, conditions, products, and yield Reactants: C(C)(C)NC(C(C)N=[N+]=[N-])=O (N-isopropyl-2-azidopropionamide). The reagents and catalysts are [Ni] (Raney nickel). Run in C(C)(C)O (isopropanol). The product is C(C)(C)NC([C@H](N)C)=O (N-isopropyl-D-alanine amide). RXN SMILES: [CH:1]([NH:4][C:5](=[O:11])[CH:6]([N:8]=[N+]=[N-])[CH3:7])([CH3:3])[CH3:2]>[Ni].C(O)(C)C>[CH:1]([NH:4][C:5](=[O:11])[C@@H:6]([CH3:7])[NH2:8])([CH3:3])[CH3:2]. Procedure: A 14.3 g sample of (R)-ethyl-2-azidopropionate was taken up in 50 mL of isopropylamine and allowed to stand for 24 hours. After stripping excess amine, 14.8 g of pure N-isopropyl-2-azidopropionamide was obtained. The amide thus obtained, 3.12 g, was stirred with 5.0 g of Raney nickel catalyst in 40 mL of isopropanol until nitrogen evolution ceased. The solution was filtered and concentrated in vacuo at 40° C. to give 2.5 g of crude N-isopropyl-D-alanine amide. Reactants: C1(CCCCC1)C(=O)Cl (cyclohexanecarbonyl chloride), CN(CCO)CCO (N-methyldiethanolamine), [OH-].[Na+] (sodium hydroxide), O (water). Run in C(Cl)Cl (methylene chloride). Run at time 45 minute. Product: C1(CCCCC1)C(=O)OCCN(CCOC(=O)C1CCCCC1)C (N,N-Bis(2-cyclohexanoyloxyethyl)methylamine). RXN SMILES: [CH:1]1([C:7](Cl)=[O:8])[CH2:6][CH2:5][CH2:4][CH2:3][CH2:2]1.[CH3:10][N:11]([CH2:15][CH2:16][OH:17])[CH2:12][CH2:13][OH:14].[OH-:18].[Na+].O>C(Cl)Cl>[CH:1]1([C:7]([O:14][CH2:13][CH2:12][N:11]([CH3:10])[CH2:15][CH2:16][O:17][C:7]([CH:1]2[CH2:6][CH2:5][CH2:4][CH2:3][CH2:2]2)=[O:18])=[O:8])[CH2:6][CH2:5][CH2:4][CH2:3][CH2:2]1 |f:2.3|. Procedure details: A solution of 73.31 g (0.05 mol) cyclohexanecarbonyl chloride in 200 ml of methylene chloride was added to a solution of 29.79 g (0.25 mol) of N-methyldiethanolamine, 20.0 g (0.50 mol) of sodium hydroxide and 200 ml of water over approximately 1 minute. The reaction was exothermic requiring the use of a reflux condenser. The reaction mixture was stirred for another 45 minutes after which the organic layer was separated, washed with water, dried over MgSO4 and concentrated. The residue was distil... Starting materials: O=[N+]([O-])c1ccc(Cl)nc1, Nc1ccc(N2CCC(c3cccc(C(F)(F)F)c3)CC2)nc1, FC(F)(F)c1ccccc1N1CCNCC1. Yields the product Nc1ccc(N2CCN(c3ccccc3C(F)(F)F)CC2)nc1. Reaction SMILES: [Cl:24][c:25]1[cH:26][cH:27][c:28]([N+:29]([O-:30])=[O:31])[cH:32][n:33]1.[F:1][C:2]([F:3])([F:4])[c:5]1[cH:6][c:7]([CH:8]2[CH2:10][CH2:11][N:12]([c:15]3[n:16][cH:17][c:18]([NH2:21])[cH:19][cH:20]3)[CH2:13][CH2:14]2)[cH:9][cH:22][cH:23]1.[F:34][C:35]([c:36]1[c:37]([N:42]2[CH2:43][CH2:44][NH:45][CH2:46][CH2:47]2)[cH:38][cH:39][cH:40][cH:41]1)([F:48])[F:49]>>[CH2:10]1[CH2:11][N:12]([c:15]2[n:16][cH:17][c:18]([NH2:21])[cH:19][cH:20]2)[CH2:13][CH2:14][N:42]1[c:37]1[c:36]([C:35]([F:34])([F:48])[F:49])[cH:41][cH:40][cH:39][cH:38]1. Yields the product O=c1c(Cl)c(OS(=O)(=O)C(F)(F)F)ccn1CC1CC1. RXN SMILES: [CH2:1]([CH2:2][CH2:3][CH3:4])[n:5]1[c:6](=[O:20])[c:7]([Cl:19])[c:8]([O:11][S:12](=[O:13])(=[O:14])[C:15]([F:16])([F:17])[F:18])[cH:9][cH:10]1.[Cl:21][c:22]1[c:23](=[O:24])[n:25]([CH2:26][CH:27]2[CH2:28][CH2:29]2)[cH:30][cH:31][c:32]1[OH:33]>>[CH2:1]([CH:2]1[CH2:3][CH2:4]1)[n:5]1[c:6](=[O:20])[c:7]([Cl:19])[c:8]([O:11][S:12](=[O:13])(=[O:14])[C:15]([F:16])([F:17])[F:18])[cH:9][cH:10]1. Starting materials: CCCCn1ccc(OS(=O)(=O)C(F)(F)F)c(Cl)c1=O, O=c1c(Cl)c(O)ccn1CC1CC1.